Dataset: the Open Reaction Database (ORD), a public repository of structured organic reaction records. Task: describe an organic reaction: reactants, conditions, products, and yield Starting materials: [nH]1c(nc2c(c1=O)c(c[nH]2)CCc1ccc(cc1)C(=O)N[C@H](C(=O)OCc1ccccc1)CCc1[nH]nnn1)N. Reagents/catalysts: c1ccc(cc1)-c2c3ccccc3cc4ccccc24 (9-Phenylanthracene), 10% Pt/C. Run in C(C(F)(F)F)O (2,2,2-TRIFLUOROETHANOL). Reaction conditions: temperature 2 celsius, time 18 hour. Yields the product NC1=Nc2[nH]cc(CCc3ccc(cc3)C(=O)N[C@@H](CCc4nnn[nH]4)C(=O)O)c2C(=O)N1. Reaction SMILES: [NH2:1][C:2]([NH:33][C:31](=[O:32])[c:30]([c:4]12)[c:7]([CH2:8][CH2:9][c:10]3[cH:15][cH:14][c:13]([C:16]([NH:18][C@H:19]([C:27]([O:29]Cc4ccccc4)=[O:28])[CH2:20][CH2:21][c:22]5[nH:26][n:25][n:24][n:23]5)=[O:17])[cH:12][cH:11]3)[cH:6][nH:5]1)=[N:3]2>>[NH2:1][C:2]([NH:33][C:31](=[O:32])[c:30]([c:4]12)[c:7]([CH2:8][CH2:9][c:10]3[cH:15][cH:14][c:13]([C:16]([NH:18][C@H:19]([C:27]([OH:29])=[O:28])[CH2:20][CH2:21][c:22]4[nH:26][n:25][n:24][n:23]4)=[O:17])[cH:12][cH:11]3)[cH:6][nH:5]1)=[N:3]2.